Dataset: the Open Reaction Database (ORD), a public repository of structured organic reaction records. Task: describe an organic reaction: reactants, conditions, products, and yield Starting materials: NCCCNN1C(=NC=2C(=NC=3C=CC=CC3C21)N)COCC (N1-(3-aminopropyl)-2-ethoxymethyl-1H-imidazo[4,5-c]quinoline-1,4-diamine), C(C)N=C=O (ethyl isocyanate). Run in C(Cl)Cl (CH2Cl2), C(Cl)Cl (CH2Cl2). Conditions: time 17 hour. Product: NC1=NC=2C=CC=CC2C2=C1N=C(N2NCCCNC(=O)NCC)COCC (1-(3-{[4-amino-2-(ethoxymethyl)-1H-imidazo[4,5-c]quinolin-1-yl]amino}propyl)-3-ethylurea). Isolated yield 66.6%. Reaction SMILES: [NH2:1][CH2:2][CH2:3][CH2:4][NH:5][N:6]1[C:18]2[C:17]3[CH:16]=[CH:15][CH:14]=[CH:13][C:12]=3[N:11]=[C:10]([NH2:19])[C:9]=2[N:8]=[C:7]1[CH2:20][O:21][CH2:22][CH3:23].[CH2:24]([N:26]=[C:27]=[O:28])[CH3:25]>C(Cl)Cl>[NH2:19][C:10]1[C:9]2[N:8]=[C:7]([CH2:20][O:21][CH2:22][CH3:23])[N:6]([NH:5][CH2:4][CH2:3][CH2:2][NH:1][C:27]([NH:26][CH2:24][CH3:25])=[O:28])[C:18]=2[C:17]2[CH:16]=[CH:15][CH:14]=[CH:13][C:12]=2[N:11]=1. Reported procedure: A solution of N1-(3-aminopropyl)-2-ethoxymethyl-1H-imidazo[4,5-c]quinoline-1,4-diamine (1.42 g, 4.52 mmol) in 25 mL of CH2Cl2 was placed under an atmosphere of nitrogen and chilled in an ice water bath. The solution was slowly treated with ethyl isocyanate (0.375 mL, 4.74 mmol). Upon addition the reaction mixture became thick and additional CH2Cl2 had to be added to keep the mixture stirring. The reaction was allowed to slowly warm to ambient temperature. After 17 h, the reaction was concentrate... Reactants: CN(C)Cc1cc(C(C)(C)C)c(O)c(C(C)(C)C)c1, CC(=O)CC(C)=O, [Na+], [OH-]. The product is CC(=O)C(Cc1cc(C(C)(C)C)c(O)c(C(C)(C)C)c1)C(C)=O. RXN SMILES: [CH3:1][N:2]([CH3:3])[CH2:4][c:5]1[cH:6][c:7]([C:16]([CH3:17])([CH3:18])[CH3:19])[c:8]([OH:15])[c:9]([C:11]([CH3:12])([CH3:13])[CH3:14])[cH:10]1.[CH3:22][C:23](=[O:24])[CH2:25][C:26]([CH3:27])=[O:28].[Na+:21].[OH-:20]>>[CH2:4]([c:5]1[cH:6][c:7]([C:16]([CH3:17])([CH3:18])[CH3:19])[c:8]([OH:15])[c:9]([C:11]([CH3:12])([CH3:13])[CH3:14])[cH:10]1)[CH:25]([C:23]([CH3:22])=[O:24])[C:26]([CH3:27])=[O:28]. Reactants: amine, C(CC(O)(C(=O)O)CC(=O)O)(=O)O (citric acid), O=[Al-]=O.[Na+] (sodium aluminate). Yields the product C(CC(O)(C(=O)[O-])CC(=O)[O-])(=O)[O-].[Al+3] (Aluminum Citrate). RXN SMILES: [C:1]([OH:13])(=[O:12])[CH2:2][C:3]([CH2:8][C:9]([OH:11])=[O:10])([C:5]([OH:7])=[O:6])[OH:4].O=[Al-:15]=O.[Na+]>>[C:1]([O-:13])(=[O:12])[CH2:2][C:3]([CH2:8][C:9]([O-:11])=[O:10])([C:5]([O-:7])=[O:6])[OH:4].[Al+3:15] |f:1.2,3.4|. Reported procedure: To the amine in the sodium aluminate example above, citric acid was added to bring the pH to the range of 7.5-9. The control did not require any acid addition.